From a dataset of the Open Reaction Database (ORD), a public repository of structured organic reaction records. describe an organic reaction: reactants, conditions, products, and yield As a reaction SMILES: [CH3:1][c:2]1[cH:3][c:4](-[c:8]2[c:9]([C:10](=[O:11])[OH:12])[cH:13][cH:14][cH:15][cH:16]2)[cH:5][cH:6][cH:7]1.[Cl:17][C:18]([C:19]([Cl:20])=[O:21])=[O:22].[NH2:23][c:24]1[cH:25][cH:26][c:27]([C:28](=[O:29])[N:30]2[CH2:31][CH2:32][C:33]([F:46])([F:47])[C:34](=[CH:41][C:42](=[O:43])[O:44][CH3:45])[c:35]3[c:36]2[cH:37][cH:38][cH:39][cH:40]3)[cH:48][cH:49]1>>[CH3:1][c:2]1[cH:3][c:4](-[c:8]2[c:9]([C:10](=[O:12])[NH:23][c:24]3[cH:25][cH:26][c:27]([C:28](=[O:29])[N:30]4[CH2:31][CH2:32][C:33]([F:46])([F:47])[C:34](=[CH:41][C:42](=[O:43])[O:44][CH3:45])[c:35]5[c:36]4[cH:37][cH:38][cH:39][cH:40]5)[cH:48][cH:49]3)[cH:13][cH:14][cH:15][cH:16]2)[cH:5][cH:6][cH:7]1. The product is COC(=O)C=C1c2ccccc2N(C(=O)c2ccc(NC(=O)c3ccccc3-c3cccc(C)c3)cc2)CCC1(F)F. The reactants are Cc1cccc(-c2ccccc2C(=O)O)c1, O=C(Cl)C(=O)Cl, COC(=O)C=C1c2ccccc2N(C(=O)c2ccc(N)cc2)CCC1(F)F. The reactants are 1-(di-1-pyrrolidinylmethylene)-1H-benzotriazolium 3-oxide hexafluorophosphate, FC1(C(N(C2=C(N(C1)CCCC1=CC=CC=C1)N=C(N=C2)NC2=C(C=C(C(=O)O)C=C2)OC)C)=O)F (4-[7,7-difluoro-5-methyl-6-oxo-9-(3-phenyl-propyl)-6,7,8,9-tetrahydro-5H-pyrimido[4,5-b][1,4]diazepin-2-ylamino]-3-methoxy-benzoic acid), C(C)N(C(C)C)C(C)C (ethyldiisopropyl amine), O1CCC(CC1)N (tetrahydro-pyran-4-ylamine). Run in CN(C=O)C (dimethylformamide), ice water. Conditions: time 1 hour. Product: FC1(C(N(C2=C(N(C1)CCCC1=CC=CC=C1)N=C(N=C2)NC2=C(C=C(C(=O)NC1CCOCC1)C=C2)OC)C)=O)F (4-[7,7-difluoro-5-methyl-6-oxo-9-(3-phenyl-propyl)-6,7,8,9-tetrahydro-5H-pyrimido[4,5-b][1,4]diazepin-2-ylamino]-3-methoxy-N-(tetrahydro-pyran-4-yl)-benzamide). Isolated yield 51.7%. RXN SMILES: [F:1][C:2]1([F:36])[CH2:8][N:7]([CH2:9][CH2:10][CH2:11][C:12]2[CH:17]=[CH:16][CH:15]=[CH:14][CH:13]=2)[C:6]2[N:18]=[C:19]([NH:22][C:23]3[CH:31]=[CH:30][C:26]([C:27](O)=[O:28])=[CH:25][C:24]=3[O:32][CH3:33])[N:20]=[CH:21][C:5]=2[N:4]([CH3:34])[C:3]1=[O:35].C(N(C(C)C)C(C)C)C.[O:46]1[CH2:51][CH2:50][CH:49]([NH2:52])[CH2:48][CH2:47]1>CN(C)C=O>[F:1][C:2]1([F:36])[CH2:8][N:7]([CH2:9][CH2:10][CH2:11][C:12]2[CH:13]=[CH:14][CH:15]=[CH:16][CH:17]=2)[C:6]2[N:18]=[C:19]([NH:22][C:23]3[CH:31]=[CH:30][C:26]([C:27]([NH:52][CH:49]4[CH2:50][CH2:51][O:46][CH2:47][CH2:48]4)=[O:28])=[CH:25][C:24]=3[O:32][CH3:33])[N:20]=[CH:21][C:5]=2[N:4]([CH3:34])[C:3]1=[O:35]. Procedure: To a mixture of 0.05 g (0.10 mmole) of 4-[7,7-difluoro-5-methyl-6-oxo-9-(3-phenyl-propyl)-6,7,8,9-tetrahydro-5H-pyrimido[4,5-b][1,4]diazepin-2-ylamino]-3-methoxy-benzoic acid (I-281), 0.07 mL (0.40 mmole) of ethyldiisopropyl amine and 0.011 g (0.11 mmole) of tetrahydro-pyran-4-ylamine in 2.0 mL of dimethylformamide was added 0.048 g (0.11 mmole) of 1-(di-1-pyrrolidinylmethylene)-1H-benzotriazolium 3-oxide hexafluorophosphate. The mixture was stirred at room temperature for 1 hour, then diluted w... Starting materials: ClC1=CC=C2C(=CNC2=C1)C(=O)N1CCC(CC1)C1=C(C=CC=C1)F ((6-chloro-1H-indol-3-yl)-[4-(2-fluoro-phenyl)-piperidin-1-yl]-methanone), ClCC(=O)N1CCN(CC1)C (2-chloro-1-(4-methyl-piperazin-1-yl)-ethanone). Product: ClC1=CC=C2C(=CN(C2=C1)CC(=O)N1CCN(CC1)C)C(=O)N1CCC(CC1)C1=C(C=CC=C1)F (2-{6-Chloro-3-[4-(2-fluoro-phenyl)-piperidine-1-carbonyl]-indol-1-yl}-1-(4-methyl-piperazin-1-yl)-ethanone). As a reaction SMILES: [Cl:1][C:2]1[CH:10]=[C:9]2[C:5]([C:6]([C:11]([N:13]3[CH2:18][CH2:17][CH:16]([C:19]4[CH:24]=[CH:23][CH:22]=[CH:21][C:20]=4[F:25])[CH2:15][CH2:14]3)=[O:12])=[CH:7][NH:8]2)=[CH:4][CH:3]=1.Cl[CH2:27][C:28]([N:30]1[CH2:35][CH2:34][N:33]([CH3:36])[CH2:32][CH2:31]1)=[O:29]>>[Cl:1][C:2]1[CH:10]=[C:9]2[C:5]([C:6]([C:11]([N:13]3[CH2:18][CH2:17][CH:16]([C:19]4[CH:24]=[CH:23][CH:22]=[CH:21][C:20]=4[F:25])[CH2:15][CH2:14]3)=[O:12])=[CH:7][N:8]2[CH2:27][C:28]([N:30]2[CH2:35][CH2:34][N:33]([CH3:36])[CH2:32][CH2:31]2)=[O:29])=[CH:4][CH:3]=1. Reported procedure: Following general procedure II, the alkylation of (6-chloro-1H-indol-3-yl)-[4-(2-fluoro-phenyl)-piperidin-1-yl]-methanone (preparation described herein), with (commercially available) 2-chloro-1-(4-methyl-piperazin-1-yl)-ethanone gave the title compound. The product is O=[N+]([O-])c1ccc(F)nc1. The reactants are [Br-], CC#N, O=[N+]([O-])c1ccc(Cl)nc1, [F-], [K+], c1ccc([P+](c2ccccc2)(c2ccccc2)c2ccccc2)cc1. As a reaction SMILES: [Br-:13].[CH3:39][C:40]#[N:41].[Cl:1][c:2]1[n:3][cH:4][c:5]([N+:8](=[O:9])[O-:10])[cH:6][cH:7]1.[F-:11].[K+:12].[c:14]1([P+:15]([c:16]2[cH:17][cH:18][cH:19][cH:20][cH:21]2)([c:22]2[cH:23][cH:24][cH:25][cH:26][cH:27]2)[c:28]2[cH:29][cH:30][cH:31][cH:32][cH:33]2)[cH:34][cH:35][cH:36][cH:37][cH:38]1>>[c:2]1([F:11])[n:3][cH:4][c:5]([N+:8](=[O:9])[O-:10])[cH:6][cH:7]1. Reactants: ClS(=O)(=O)O (chlorosulfonic acid), COC1=CC(=CC=C1)OC (1,3-dimethoxybenzene). Solvent: C(Cl)(Cl)Cl (chloroform). Yields the product COC1=C(C=CC(=C1)OC)S(=O)(=O)O (2,4-dimethoxybenzenesulfonic acid). Reaction SMILES: Cl[S:2]([OH:5])(=[O:4])=[O:3].[CH3:6][O:7][C:8]1[CH:13]=[CH:12][CH:11]=[C:10]([O:14][CH3:15])[CH:9]=1>C(Cl)(Cl)Cl>[CH3:6][O:7][C:8]1[CH:9]=[C:10]([O:14][CH3:15])[CH:11]=[CH:12][C:13]=1[S:2]([OH:5])(=[O:4])=[O:3]. Procedure: To a solution prepared by adding 57 ml of chlorosulfonic acid to 250 ml of chloroform, was added dropwise 50 g of 1,3-dimethoxybenzene at a temperature below 5° C. with stirring. After stirring at 5° C. for 30 minutes, the crystals thus-precipitated were collected by filtration and washed with 100 ml of chloroform. Starting materials: CS(=O)(=O)Cl (methanesulfonyl chloride), OCC=1C=NC=CC1 (3-hydroxymethylpyridine), N1=CC(=CC=C1)CN1[C@@H](C[C@H](C1)O)C(=O)OC ((2S,4R)-1-(3-pyridylmethyl)-2-methoxycarbonyl-4-hydroxypyrrolidine), Cl.COC(=O)[C@H]1NC[C@@H](C1)O ((2S,4R)-2-methoxycarbonyl-4-hydroxypyrrolidine hydrochloride), CS(=O)(=O)Cl (methanesulfonyl chloride). The solvent is CN(C=O)C (N,N-dimethylformamide), C(C)N(CC)CC (triethylamine), C(C)N(CC)CC (triethylamine), C(C)N(CC)CC (triethylamine), O (water), C(C)(=O)OCC (ethyl acetate). Reaction conditions: temperature -10 celsius, time 30 minute. The product is N1=CC(=CC=C1)CN1[C@@H](C[C@H](C1)OS(=O)(=O)C)C(=O)OC ((2S,4R)-1-(3-pyridylmethyl)-2-methoxycarbonyl-4-methylsulfonyloxypyrrolidine). Reaction SMILES: OCC1C=NC=CC=1.[CH3:9][S:10](Cl)(=[O:12])=[O:11].Cl.COC([C@@H]1C[C@@H](O)CN1)=O.[N:25]1[CH:30]=[CH:29][CH:28]=[C:27]([CH2:31][N:32]2[CH2:36][C@H:35]([OH:37])[CH2:34][C@H:33]2[C:38]([O:40][CH3:41])=[O:39])[CH:26]=1>CN(C)C=O.O.C(OCC)(=O)C.C(N(CC)CC)C>[N:25]1[CH:30]=[CH:29][CH:28]=[C:27]([CH2:31][N:32]2[CH2:36][C@H:35]([O:37][S:10]([CH3:9])(=[O:12])=[O:11])[CH2:34][C@H:33]2[C:38]([O:40][CH3:41])=[O:39])[CH:26]=1 |f:2.3|. Reported procedure: In an atmosphere of nitrogen, 3-hydroxymethylpyridine (35.95 g, 0.329 mol) was dissolved in N,N-dimethylformamide (250 ml) followed by cooling to -15°~20° C. Then, triethylamine (36.65 g, 0.329 mol) was added thereto and methanesulfonyl chloride (41.45 g, 0.362 mol) was added dropwise to the mixture at 0°~-10° C. After completion of the dropwise addition, the mixture was stirred at -10° C. for 30 minutes. To this mixture were added (2S,4R)-2-methoxycarbonyl-4-hydroxypyrrolidine hydrochloride (50... Reactants: 1(1R)-1-(3-methylisoxazol-5-yl)ethanol, C1CCOC1 (THF), [Li+].C[Si](C)(C)[N-][Si](C)(C)C (LiHMDS), FC1=NC=CC=C1[N+](=O)[O-] (2-fluoro-3-nitro-pyridine), CCOC(=O)C (EtOAc). Run in Cl (HCl), O (water), N (NH3). Yields the product CC1=NOC(=C1)[C@@H](C)OC1=NC=CC=C1[N+](=O)[O-] (3-methyl-5-[(1R)-1-[(3-nitro-2-pyridyl)oxy]ethyl]isoxazole). RXN SMILES: [CH2:1]1[CH2:5][O:4][CH2:3][CH2:2]1.[Li+].C[Si]([N-:11][Si](C)(C)C)(C)C.F[C:17]1[C:22]([N+:23]([O-:25])=[O:24])=[CH:21][CH:20]=[CH:19][N:18]=1.[CH3:26][CH2:27][O:28]C(C)=O>Cl.O.N>[CH3:5][C:1]1[CH:2]=[C:3]([C@H:27]([O:28][C:17]2[C:22]([N+:23]([O-:25])=[O:24])=[CH:21][CH:20]=[CH:19][N:18]=2)[CH3:26])[O:4][N:11]=1 |f:1.2|. Reported procedure: To a solution of 0.3 g (2.44 mmol) 1(1R)-1-(3-methylisoxazol-5-yl)ethanol in THF 2.45 mL (1 M in THF; 2.45 mmol) LiHMDS is added drop wise. After 30 minutes of stirring 0.3 g (2.04 mmol) 2-fluoro-3-nitro-pyridine is added. The mixture is stirred over night. The mixture is diluted with 1 N HCl and water and neutralized with NH3. EtOAc is added and the organic layer is separated, washed with brine, dried and evaporated to furnish 3-methyl-5-[(1R)-1-[(3-nitro-2-pyridyl)oxy]ethyl]isoxazole.